From a dataset of the Open Reaction Database (ORD), a public repository of structured organic reaction records. describe an organic reaction: reactants, conditions, products, and yield Starting materials: FC=1C=C2C3=C(N(C2=CC1)CC1=CC=CC2=CC=CC=C12)C(OC(C3)=O)=O (6-Fluoro-9-naphthalen-1-ylmethyl-4,9-dihydro-pyrano[3,4-b]indole-1,3-dione), OC1CCNCC1 (4-hydroxypiperidine). The product is FC=1C=C2C(=C(N(C2=CC1)CC1=CC=CC2=CC=CC=C12)C(=O)O)CC(=O)N1CCC(CC1)O (5-Fluoro-3-[2-(4-hydroxy-piperidin-1-yl)-2-oxo-ethyl]-1-naphthalen-1-ylmethyl-1H-indole-2-carboxylic acid). Reaction SMILES: [F:1][C:2]1[CH:3]=[C:4]2[C:8](=[CH:9][CH:10]=1)[N:7]([CH2:11][C:12]1[C:21]3[C:16](=[CH:17][CH:18]=[CH:19][CH:20]=3)[CH:15]=[CH:14][CH:13]=1)[C:6]1[C:22](=[O:27])[O:23][C:24](=[O:26])[CH2:25][C:5]2=1.[OH:28][CH:29]1[CH2:34][CH2:33][NH:32][CH2:31][CH2:30]1>>[F:1][C:2]1[CH:3]=[C:4]2[C:8](=[CH:9][CH:10]=1)[N:7]([CH2:11][C:12]1[C:21]3[C:16](=[CH:17][CH:18]=[CH:19][CH:20]=3)[CH:15]=[CH:14][CH:13]=1)[C:6]([C:22]([OH:23])=[O:27])=[C:5]2[CH2:25][C:24]([N:32]1[CH2:33][CH2:34][CH:29]([OH:28])[CH2:30][CH2:31]1)=[O:26]. Procedure details: 6-Fluoro-9-naphthalen-1-ylmethyl-4,9-dihydro-pyrano[3,4-b]indole-1,3-dione (from example 34.1.) was ring opened with 4-hydroxypiperidine at 22° C. to give the title compound as a white solid. MS: 461.0 ([M+H]+).